Dataset: the Open Reaction Database (ORD), a public repository of structured organic reaction records. Task: describe an organic reaction: reactants, conditions, products, and yield Starting materials: [Ag+], COC(=O)C1N2C(=O)C(NC(=O)COc3ccccc3)C2SC1(C)CBr, ClCCl, CO, F[B-](F)(F)F. Product: COC(=O)C1N2C(=O)C(NC(=O)COc3ccccc3)C2SCC1(C)OC. Reaction SMILES: [Ag+:37].[Br:1][CH2:2][C:3]1([CH3:26])[S:4][CH:5]2[N:6]([CH:7]1[C:8](=[O:9])[O:10][CH3:11])[C:12](=[O:25])[CH:13]2[NH:14][C:15]([CH2:16][O:17][c:18]1[cH:19][cH:20][cH:21][cH:22][cH:23]1)=[O:24].[CH2:29]([Cl:30])[Cl:31].[CH3:27][OH:28].[F:32][B-:33]([F:34])([F:35])[F:36]>>[CH2:2]1[C:3]([CH3:26])([O:28][CH3:27])[CH:7]([C:8](=[O:9])[O:10][CH3:11])[N:6]2[CH:5]([S:4]1)[CH:13]([NH:14][C:15]([CH2:16][O:17][c:18]1[cH:19][cH:20][cH:21][cH:22][cH:23]1)=[O:24])[C:12]2=[O:25]. Starting materials: N1=CC(=CC=C1)C1C(C2=NNC(C=3C=CC=C(C23)N1)=O)C=1C=NC=CC1 (8,9-di(pyridin-3-yl)-8,9-dihydro-2H-pyrido[4,3,2-de]phthalazin-3(7H)-one). Reagents/catalysts: [Pt](=O)=O (platinum (IV) oxide). The solvent is CO (methanol). Reaction conditions: temperature 50 celsius, time 24 hour. Yields the product N1CC(CCC1)C1C(NC=2C=3C1=NNC(C3C=CC2)=O)C=2C=NC=CC2 (9-(piperidin-3-yl)-8-(pyridin-3-yl)-8,9-dihydro-2H-pyrido[4,3,2-de]phthalazin-3(7H)-one). The yield is 3.3%. As a reaction SMILES: [N:1]1[CH:6]=[CH:5][CH:4]=[C:3]([CH:7]2[NH:19][C:17]3[C:18]4[C:9](=[N:10][NH:11][C:12](=[O:20])[C:13]=4[CH:14]=[CH:15][CH:16]=3)[CH:8]2[C:21]2[CH:22]=[N:23][CH:24]=[CH:25][CH:26]=2)[CH:2]=1>CO.[Pt](=O)=O>[NH:23]1[CH2:24][CH2:25][CH2:26][CH:21]([CH:8]2[C:9]3=[N:10][NH:11][C:12](=[O:20])[C:13]4[CH:14]=[CH:15][CH:16]=[C:17]([C:18]=43)[NH:19][CH:7]2[C:3]2[CH:2]=[N:1][CH:6]=[CH:5][CH:4]=2)[CH2:22]1. Reported procedure: A suspension of 8,9-di(pyridin-3-yl)-8,9-dihydro-2H-pyrido[4,3,2-de]phthalazin-3(7H)-one (120 mg, 0.35 mmol) and platinum (IV) oxide (60 mg) in methanol (20 mL) was purged in 20 atm hydrogen and stirred at 50° C. for 24 hr. The mixture was filtered and the filtrate was concentrated to give the crude product. The crude product was purified by prep-HPLC to give 9-(piperidin-3-yl)-8-(pyridin-3-yl)-8,9-dihydro-2H-pyrido[4,3,2-de]phthalazin-3(7H)-one (4 mg, yield: 4%) as a light yellow solid. 1H-NMR ...